Dataset: the Open Reaction Database (ORD), a public repository of structured organic reaction records. Task: describe an organic reaction: reactants, conditions, products, and yield Starting materials: Cl.NC(C)C(=O)N (DL-Alaninamide hydrochloride), O=CCCC(=O)OCC(C)C (isobutyl 4-oxobutanoate). The product is O=C1N[C@H]2N([C@@H]1C)C(CC2)=O ((3R,S)-2,5-Dioxo-3-methylhexahydro-1H-pyrrolo[1,2-a]-imidazole). Reaction SMILES: Cl.[NH2:2][CH:3]([C:5]([NH2:7])=[O:6])[CH3:4].[O:8]=[CH:9][CH2:10][CH2:11][C:12](OCC(C)C)=O>>[O:6]=[C:5]1[C@@H:3]([CH3:4])[N:2]2[C:9](=[O:8])[CH2:10][CH2:11][C@H:12]2[NH:7]1 |f:0.1|. Reported procedure: DL-Alaninamide hydrochloride (6.9 g, 0.055 mol) and isobutyl 4-oxobutanoate (7.3 g, 0.046 mol) were reacted together according the procedure of Example 2 to give the title compound, 1.7 g (24%), m.p. 84°-86°. NMR (DMSO-d6): deltaH =8.55 (bs, 1H, NH); 5.20 (t, J=5 Hz, NCHNH); 3.92 (q, J=6.5 Hz, 1H, CHCH3); 2.82-1.50 (c.a., 4H, CH2CH2); 1.17 (d, J=6.5 Hz, 3H, CHCH3). MS (E.I., 70 eV, 1.5 mA) m/z=154 (M+), 111 (M--CHNO+, 98 (M--C3H4O)+. The reagents and catalysts are [Pd] (palladium on carbon). Run in C(C)O (ethanol). Run at time 19 hour. Procedure: A solution of the phenylmethyl ester product from part (a) (700 mg., 1.86 mmole) in 95% ethanol (100 ml.) containing 10% palladium on carbon catalyst (100 mg.) is hydrogenated at 25 psi in a Parr apparatus for 19 hours, after which it is filtered and concentrated to give 1-[N-(3-carboxy-1-oxopropyl)-L-alanyl]-L-proline as a colorless oil. This diacid product is dissolved in water, passed through a column of AG 50 W ×8 (Li+) and lyophilized to give 1-[N-(3-carboxy-1-oxopropyl)-L-alanyl]-L-proline... Product: C(=O)(O)CCC(=O)N[C@@H](C)C(=O)N1[C@H](C(=O)O)CCC1 (1-[N-(3-carboxy-1-oxopropyl)-L-alanyl]-L-proline). Starting materials: phenylmethyl ester, C(=O)(O)CCC(=O)N[C@@H](C)C(=O)N1[C@H](C(=O)OCC2=CC=CC=C2)CCC1 (1-[N-(3-Carboxy-1-oxopropyl)-L-alanyl]-L-proline, phenylmethyl ester). RXN SMILES: [C:1]([CH2:4][CH2:5][C:6]([NH:8][C@H:9]([C:11]([N:13]1[CH2:27][CH2:26][CH2:25][C@H:14]1[C:15]([O:17]CC1C=CC=CC=1)=[O:16])=[O:12])[CH3:10])=[O:7])([OH:3])=[O:2]>C(O)C.[Pd]>[C:1]([CH2:4][CH2:5][C:6]([NH:8][C@H:9]([C:11]([N:13]1[CH2:27][CH2:26][CH2:25][C@H:14]1[C:15]([OH:17])=[O:16])=[O:12])[CH3:10])=[O:7])([OH:3])=[O:2]. Reaction SMILES: [CH2:1]([c:2]1[cH:3][cH:4][cH:5][cH:6][cH:7]1)[O:8][C:9]([NH:10][CH:11]([CH2:12][n:13]1[n:14][cH:15][c:16]2[cH:17][cH:18][c:19]3[c:20]([c:21]12)[cH:22][c:23]([CH2:25][N:26]=[N+:27]=[N-:28])[o:24]3)[CH3:29])=[O:30].[CH2:51]1[O:52][CH2:53][CH2:54][CH2:55]1.[OH2:50].[c:31]1([P:32]([c:33]2[cH:34][cH:35][cH:36][cH:37][cH:38]2)[c:39]2[cH:40][cH:41][cH:42][cH:43][cH:44]2)[cH:45][cH:46][cH:47][cH:48][cH:49]1>>[CH2:1]([c:2]1[cH:3][cH:4][cH:5][cH:6][cH:7]1)[O:8][C:9]([NH:10][CH:11]([CH2:12][n:13]1[n:14][cH:15][c:16]2[cH:17][cH:18][c:19]3[c:20]([c:21]12)[cH:22][c:23]([CH2:25][NH2:26])[o:24]3)[CH3:29])=[O:30]. Yields the product CC(Cn1ncc2ccc3oc(CN)cc3c21)NC(=O)OCc1ccccc1. Starting materials: CC(Cn1ncc2ccc3oc(CN=[N+]=[N-])cc3c21)NC(=O)OCc1ccccc1, C1CCOC1, O, c1ccc(P(c2ccccc2)c2ccccc2)cc1. RXN SMILES: [C:28].[CH2:23]1[O:24][CH2:25][CH2:26][CH2:27]1.[CH3:1][O:2][C:3](=[O:4])[c:5]1[c:6]([O:7][CH2:8][CH2:9][CH2:10][C:11](=[O:12])[O:13][CH2:14][CH3:15])[cH:16][cH:17][c:18]([N+:20]([O-:21])=[O:22])[cH:19]1.[Pd:29]>>[CH3:1][O:2][C:3](=[O:4])[c:5]1[c:6]([O:7][CH2:8][CH2:9][CH2:10][C:11](=[O:12])[O:13][CH2:14][CH3:15])[cH:16][cH:17][c:18]([NH2:20])[cH:19]1. Yields the product CCOC(=O)CCCOc1ccc(N)cc1C(=O)OC. Reactants: C, C1CCOC1, CCOC(=O)CCCOc1ccc([N+](=O)[O-])cc1C(=O)OC, [Pd].